Dataset: the Open Reaction Database (ORD), a public repository of structured organic reaction records. Task: describe an organic reaction: reactants, conditions, products, and yield Reactants: CC[O-], CCO, NC(=O)c1cc(-c2ccccc2)cc2c(C3CCN(S(=O)(=O)CCCCl)CC3)c[nH]c12, [Na+]. The product is CCOCCCS(=O)(=O)N1CCC(c2c[nH]c3c(C(N)=O)cc(-c4ccccc4)cc23)CC1. Reaction SMILES: [CH3:32][CH2:33][O-:34].[CH3:36][CH2:37][OH:38].[Cl:1][CH2:2][CH2:3][CH2:4][S:5](=[O:6])(=[O:7])[N:8]1[CH2:9][CH2:10][CH:11]([c:14]2[cH:15][nH:16][c:17]3[c:18]([C:29](=[O:30])[NH2:31])[cH:19][c:20](-[c:23]4[cH:24][cH:25][cH:26][cH:27][cH:28]4)[cH:21][c:22]23)[CH2:12][CH2:13]1.[Na+:35]>>[CH2:2]([CH2:3][CH2:4][S:5](=[O:6])(=[O:7])[N:8]1[CH2:9][CH2:10][CH:11]([c:14]2[cH:15][nH:16][c:17]3[c:18]([C:29](=[O:30])[NH2:31])[cH:19][c:20](-[c:23]4[cH:24][cH:25][cH:26][cH:27][cH:28]4)[cH:21][c:22]23)[CH2:12][CH2:13]1)[O:34][CH2:33][CH3:32]. Reactants: ClC=1C(=C(C(=O)O)C=CC1)N1C(OCC1C)=O (3-chloro-(4-methyl-2-oxo-oxazolidin-3-yl)-benzoic acid), ClC1=CC2=C(NC(=N2)[C@H](C)N)C=C1 ((1S)-1-(5-chloro-1H-benzimidazol-2-yl)-ethylamine), CN(C)C(=[N+](C)C)ON1C2=C(C=CC=C2)N=N1.[B-](F)(F)(F)F (TBTU), CCN(C(C)C)C(C)C (DIPEA). The solvent is C1CCOC1 (THF). Product: ClC=1C=C(C(=O)N[C@@H](C)C2=NC3=C(N2)C=CC(=C3)Cl)C=CC1N1C(OCC1C)=O (3-chloro-N-[(1S)-1-(5-chloro-1H-benzimidazol-2-yl)-ethyl]-4-(4-methyl-2-oxo-oxazolidin-3-yl)-benzamide). Reaction SMILES: [Cl:1][C:2]1[C:3]([N:11]2[CH:15]([CH3:16])[CH2:14][O:13][C:12]2=[O:17])=[C:4]([CH:8]=[CH:9][CH:10]=1)C(O)=O.[Cl:18][C:19]1[CH:30]=[CH:29][C:22]2[NH:23][C:24]([C@@H:26]([NH2:28])[CH3:27])=[N:25][C:21]=2[CH:20]=1.CN([C:34]([O:38]N1N=NC2C=CC=CC1=2)=[N+](C)C)C.[B-](F)(F)(F)F.CCN(C(C)C)C(C)C>C1COCC1>[Cl:1][C:2]1[CH:10]=[C:9]([CH:8]=[CH:4][C:3]=1[N:11]1[CH:15]([CH3:16])[CH2:14][O:13][C:12]1=[O:17])[C:34]([NH:28][C@H:26]([C:24]1[NH:23][C:22]2[CH:29]=[CH:30][C:19]([Cl:18])=[CH:20][C:21]=2[N:25]=1)[CH3:27])=[O:38] |f:2.3|. Procedure details: Prepared analogously to Example 1f from 3-chloro-(4-methyl-2-oxo-oxazolidin-3-yl)-benzoic acid, (1S)-1-(5-chloro-1H-benzimidazol-2-yl)-ethylamine, TBTU and DIPEA in THF and purification of the residue by chromatography on aluminium oxide. Reactants: C(C)(C)(C)OC(CN1C(N(C2=C(C1=O)C(=NC=C2)Cl)CC(NC2=C(C=C(C(=C2)Cl)OC)OC)=O)=O)=O ({5-Chloro-1-[(5-chloro-2,4-dimethoxy-phenylcarbamoyl)-methyl]-2,4-dioxo-1,4-dihydro-2H-pyrido[4,3-d]pyrimidin-3-yl}-acetic acid tert-butyl ester), C(C)(C)(C)OC(CN1C(N(C2=C(C1=O)C(=NC=C2)Cl)CC(NC2=C(C=C(C(=C2)Cl)OC)OC)=O)=O)=O ({5-Chloro-1-[(5-chloro-2,4-dimethoxy-phenylcarbamoyl)-methyl]-2,4-dioxo-1,4-dihydro-2H-pyrido[4,3-d]pyrimidin-3-yl}-acetic acid tert-butyl ester). Solvent: C(Cl)Cl (DCM), C(=O)(C(F)(F)F)O (TFA), C(Cl)Cl (DCM). Conditions: time 2 hour. The product is ClC1=NC=CC=2N(C(N(C(C21)=O)CC(=O)O)=O)CC(NC2=C(C=C(C(=C2)Cl)OC)OC)=O ({5-Chloro-1-[(5-chloro-2,4-dimethoxy-phenylcarbamoyl)-methyl]-2,4-dioxo-1,4-dihydro-2H-pyrido[4,3-d]pyrimidin-3-yl}-acetic acid). RXN SMILES: C([O:5][C:6](=[O:36])[CH2:7][N:8]1[C:13](=[O:14])[C:12]2[C:15]([Cl:19])=[N:16][CH:17]=[CH:18][C:11]=2[N:10]([CH2:20][C:21](=[O:34])[NH:22][C:23]2[CH:28]=[C:27]([Cl:29])[C:26]([O:30][CH3:31])=[CH:25][C:24]=2[O:32][CH3:33])[C:9]1=[O:35])(C)(C)C>C(Cl)Cl.C(O)(C(F)(F)F)=O>[Cl:19][C:15]1[C:12]2[C:13](=[O:14])[N:8]([CH2:7][C:6]([OH:36])=[O:5])[C:9](=[O:35])[N:10]([CH2:20][C:21](=[O:34])[NH:22][C:23]3[CH:28]=[C:27]([Cl:29])[C:26]([O:30][CH3:31])=[CH:25][C:24]=3[O:32][CH3:33])[C:11]=2[CH:18]=[CH:17][N:16]=1. Procedure details: To a vial containing a solution of {5-Chloro-1-[(5-chloro-2,4-dimethoxy-phenylcarbamoyl)-methyl]-2,4-dioxo-1,4-dihydro-2H-pyrido[4,3-d]pyrimidin-3-yl}-acetic acid tert-butyl ester (Intermediate T) (10.1 mg, 0.019 mmol) in DCM (1 ml), TFA (1 ml) is added. The reaction mixture is stirred at RT for 2 hours, transferred to a 10 ml round bottomed flask, diluted with a minimal amount of DCM and concentrated in vacuo. The residue is taken up in a minimal amount of DCM and concentrated in vacuo. This pr... Starting materials: C(C)(C)(C)OC(=O)NCCC(CO)(C)C (4-(t-butoxycarbonylamino)-2,2-dimethylbutan-1-ol), CC(C)([O-])C.[K+] (potassium t-butoxide), C(Cl)Cl (methylene chloride), FC1=C(CBr)C=C(C=C1)Br (2-fluoro-5-bromobenzyl bromide). Run in O1CCCC1 (tetrahydrofuran), O1CCCC1 (tetrahydrofuran). Conditions: temperature -45 celsius, time 30 minute. The product is C(C)(C)(C)OC(=O)NCCC(COCC1=C(C=CC(=C1)Br)F)(C)C (N-(t-butoxycarbonyl)-4-(2-fluoro-5-bromobenzyloxy)-3,3-dimethylbutylamine). Yield: 52.0%. RXN SMILES: [C:1]([O:5][C:6]([NH:8][CH2:9][CH2:10][C:11]([CH3:15])([CH3:14])[CH2:12][OH:13])=[O:7])([CH3:4])([CH3:3])[CH3:2].CC(C)([O-])C.[K+].[F:22][C:23]1[CH:30]=[CH:29][C:28]([Br:31])=[CH:27][C:24]=1[CH2:25]Br.C(Cl)Cl>O1CCCC1>[C:1]([O:5][C:6]([NH:8][CH2:9][CH2:10][C:11]([CH3:15])([CH3:14])[CH2:12][O:13][CH2:25][C:24]1[CH:27]=[C:28]([Br:31])[CH:29]=[CH:30][C:23]=1[F:22])=[O:7])([CH3:4])([CH3:3])[CH3:2] |f:1.2|. Reported procedure: A stirred solution of 4-(t-butoxycarbonylamino)-2,2-dimethylbutan-1-ol (1.5 g, 6.90 mmol) in tetrahydrofuran (49 ml) at −45° C. was treated with potassium t-butoxide (1 M in tetrahydrofuran, 7.59 ml, 7.59 mmol). The anion was stirred for 30 minutes at −45° C., then cooled to −78° C. and treated with a tetrahydrofuran solution of 2-fluoro-5-bromobenzyl bromide (1.85 g, 6.90 mmol). The resulting yellow mixture was slowly warmed to ambient temperature and stirred for about 18 hours. The cloudy reac... Starting materials: O=C(Br)CBr, CC(=O)[O-], CC(C)=O, CC(C)c1cccc(C(C)C)c1N, [Na+], O, O, O, O. The product is CC(C)c1cccc(C(C)C)c1NC(=O)CBr. Reaction SMILES: [Br:22][CH2:23][C:24](=[O:25])[Br:26].[C:17]([O-:18])(=[O:19])[CH3:20].[CH3:27][C:28](=[O:29])[CH3:30].[CH:1]([CH3:2])([CH3:3])[c:4]1[c:5]([NH2:6])[c:7]([CH:11]([CH3:12])[CH3:13])[cH:8][cH:9][cH:10]1.[Na+:21].[OH2:14].[OH2:15].[OH2:16].[OH2:31]>>[CH:1]([CH3:2])([CH3:3])[c:4]1[c:5]([NH:6][C:24]([CH2:23][Br:22])=[O:25])[c:7]([CH:11]([CH3:12])[CH3:13])[cH:8][cH:9][cH:10]1.